Dataset: the Open Reaction Database (ORD), a public repository of structured organic reaction records. Task: describe an organic reaction: reactants, conditions, products, and yield Reactants: CC(=NO)c1ccccc1, CCOC(C)=O, CN(C)c1ccncc1, CCCCCCC, Cc1ccccc1, CCN(C(C)C)C(C)C, CNc1c(S(=O)C(F)(F)F)c(C#N)nn1-c1c(Cl)cc(C(F)(F)F)cc1Cl, O=C(Cl)Cl, C1CCOC1, O. Product: CC(=NOC(=O)N(C)c1c(S(=O)C(F)(F)F)c(C#N)nn1-c1c(Cl)cc(C(F)(F)F)cc1Cl)c1ccccc1. Reaction SMILES: [C:28]([CH3:29])([c:30]1[cH:31][cH:32][cH:33][cH:34][cH:35]1)=[N:36][OH:37].[C:66]([O:67][CH2:68][CH3:69])(=[O:70])[CH3:71].[CH3:51][N:52]([CH3:53])[c:54]1[cH:55][cH:56][n:57][cH:58][cH:59]1.[CH3:72][CH2:73][CH2:74][CH2:75][CH2:76][CH2:77][CH3:78].[CH3:79][c:80]1[cH:81][cH:82][cH:83][cH:84][cH:85]1.[CH:38]([N:39]([CH:40]([CH3:41])[CH3:42])[CH2:43][CH3:44])([CH3:45])[CH3:46].[Cl:1][c:2]1[c:3](-[n:13]2[n:14][c:15]([C:26]#[N:27])[c:16]([S:20](=[O:21])[C:22]([F:23])([F:24])[F:25])[c:17]2[NH:18][CH3:19])[c:4]([Cl:12])[cH:5][c:6]([C:8]([F:9])([F:10])[F:11])[cH:7]1.[Cl:47][C:48]([Cl:49])=[O:50].[O:60]1[CH2:61][CH2:62][CH2:63][CH2:64]1.[OH2:65]>>[Cl:1][c:2]1[c:3](-[n:13]2[n:14][c:15]([C:26]#[N:27])[c:16]([S:20](=[O:21])[C:22]([F:23])([F:24])[F:25])[c:17]2[N:18]([CH3:19])[C:48]([O:37][N:36]=[C:28]([CH3:29])[c:30]2[cH:31][cH:32][cH:33][cH:34][cH:35]2)=[O:50])[c:4]([Cl:12])[cH:5][c:6]([C:8]([F:9])([F:10])[F:11])[cH:7]1. Starting materials: C(C)(C)(C)OC(=O)N1[C@@H](CN([C@H](C1)COC)CC(=O)N1CC(C=2C=NC(=CC21)C2=CCCC2)(C)C)C ((2R,5R)-4-[2-(6-cyclopent-1-enyl-3,3-dimethyl-2,3-dihydro-pyrrolo[3,2-c]pyridin-1-yl)-2-oxo-ethyl]-5-methoxymethyl-2-methyl-piperazine-1-carboxylic acid tert-butyl ester). The reagents and catalysts are [Pd] (palladium on carbon). Run in C1CCOC1 (THF), CO (MeOH). Conditions: time 2 hour. Product: C(C)(C)(C)OC(=O)N1[C@@H](CN([C@H](C1)COC)CC(=O)N1CC(C=2C=NC(=CC21)C2CCCC2)(C)C)C ((2R,5R)-4-[2-(6-Cyclopentyl-3,3-dimethyl-2,3-dihydro-pyrrolo[3,2-c]pyridin-1-yl)-2-oxo-ethyl]-5-methoxymethyl-2-methyl-piperazine-1-carboxylic acid tert-butyl ester). Yield: 86.6%. Reaction SMILES: [C:1]([O:5][C:6]([N:8]1[CH2:13][C@H:12]([CH2:14][O:15][CH3:16])[N:11]([CH2:17][C:18]([N:20]2[C:28]3[CH:27]=[C:26]([C:29]4[CH2:33][CH2:32][CH2:31][CH:30]=4)[N:25]=[CH:24][C:23]=3[C:22]([CH3:35])([CH3:34])[CH2:21]2)=[O:19])[CH2:10][C@H:9]1[CH3:36])=[O:7])([CH3:4])([CH3:3])[CH3:2]>C1COCC1.CO.[Pd]>[C:1]([O:5][C:6]([N:8]1[CH2:13][C@H:12]([CH2:14][O:15][CH3:16])[N:11]([CH2:17][C:18]([N:20]2[C:28]3[CH:27]=[C:26]([CH:29]4[CH2:30][CH2:31][CH2:32][CH2:33]4)[N:25]=[CH:24][C:23]=3[C:22]([CH3:35])([CH3:34])[CH2:21]2)=[O:19])[CH2:10][C@H:9]1[CH3:36])=[O:7])([CH3:4])([CH3:2])[CH3:3]. Reported procedure: To a solution of (2R,5R)-4-[2-(6-cyclopent-1-enyl-3,3-dimethyl-2,3-dihydro-pyrrolo[3,2-c]pyridin-1-yl)-2-oxo-ethyl]-5-methoxymethyl-2-methyl-piperazine-1-carboxylic acid tert-butyl ester (see Table 1) (60 mg, 0.12 mmol) in THF (5 mL) and MeOH (5 mL) was added palladium on carbon (10%, 10 mg) and the mixture was hydrogenated for 2 h. The catalyst was filtered and the filtrate evaporated to afford the title compound (52 mg, 87%) as a white solid. MS [M+H]+=501. Reactants: CO (Methanol), COC1=C(CNC2=C(C=C(C#N)C=C2)NC2=NC=C(C(=N2)N[C@@H]2CCOC3=C(C=C(C=C23)F)F)[N+](=O)[O-])C=CC(=C1)OC ((R)-4-(2,4-dimethoxybenzylamino)-3-(4-(6,8-difluorochroman-4-ylamino)-5-nitropyrimidin-2-ylamino)benzonitrile), S(=O)([O-])S(=O)[O-].[Na+].[Na+] (sodium hydrosulfite), C([O-])(O)=O.[Na+] (sodium bicarbonate). Solvent: C1CCOC1 (THF), O (water), CCOC(=O)C (EtOAc). Conditions: time 15 minute. The product is COC1=C(CNC2=C(C=C(C#N)C=C2)NC2=NC=C(C(=N2)N[C@@H]2CCOC3=C(C=C(C=C23)F)F)N)C=CC(=C1)OC ((R)-4-(2,4-dimethoxybenzylamino)-3-(5-amino-4-(6,8-difluorochroman-4-ylamino)pyrimidin-2-ylamino)benzonitrile). RXN SMILES: [CH3:1][O:2][C:3]1[CH:41]=[C:40]([O:42][CH3:43])[CH:39]=[CH:38][C:4]=1[CH2:5][NH:6][C:7]1[CH:14]=[CH:13][C:10]([C:11]#[N:12])=[CH:9][C:8]=1[NH:15][C:16]1[N:21]=[C:20]([NH:22][C@H:23]2[C:32]3[C:27](=[C:28]([F:34])[CH:29]=[C:30]([F:33])[CH:31]=3)[O:26][CH2:25][CH2:24]2)[C:19]([N+:35]([O-])=O)=[CH:18][N:17]=1.S(S([O-])=O)([O-])=O.[Na+].[Na+].C(=O)(O)[O-].[Na+].CO>C1COCC1.O.CCOC(C)=O>[CH3:1][O:2][C:3]1[CH:41]=[C:40]([O:42][CH3:43])[CH:39]=[CH:38][C:4]=1[CH2:5][NH:6][C:7]1[CH:14]=[CH:13][C:10]([C:11]#[N:12])=[CH:9][C:8]=1[NH:15][C:16]1[N:21]=[C:20]([NH:22][C@H:23]2[C:32]3[C:27](=[C:28]([F:34])[CH:29]=[C:30]([F:33])[CH:31]=3)[O:26][CH2:25][CH2:24]2)[C:19]([NH2:35])=[CH:18][N:17]=1 |f:1.2.3,4.5|. Procedure details: A solution of (R)-4-(2,4-dimethoxybenzylamino)-3-(4-(6,8-difluorochroman-4-ylamino)-5-nitropyrimidin-2-ylamino)benzonitrile (358 mg) in THF (25 mL) was treated with a solution of sodium hydrosulfite (1.5 g) and sodium bicarbonate (1.5 g) in 20 mL of distilled water. Methanol (5 mL) was added to maintain a homogeneous solution. After 15 minutes, the mixture was diluted with EtOAc (100 mL) and washed with saturated aqueous NaCl (2×100 mL). The organic layer was separated, dried over Na2SO4, filter... Product: Cc1n[nH]c2nccc(Oc3ccc(N(C(=O)C4(C(N)=O)CC4)c4ccc(F)cc4)cc3)c12. Reaction SMILES: [C:50](=[O:51])([O-:52])[O-:53].[CH3:1][O:2][c:3]1[cH:4][cH:5][c:6]([CH2:7][n:8]2[n:9][c:10]([CH3:40])[c:11]3[c:12]2[n:13][cH:14][cH:15][c:16]3[O:17][c:18]2[cH:19][cH:20][c:21]([N:24]([C:25](=[O:26])[C:27]3([C:30](=[O:31])[NH2:32])[CH2:28][CH2:29]3)[c:33]3[cH:34][cH:35][c:36]([F:39])[cH:37][cH:38]3)[cH:22][cH:23]2)[cH:41][cH:42]1.[F:43][C:44]([F:45])([F:46])[C:47]([OH:48])=[O:49].[Na+:54].[Na+:55]>>[nH:8]1[n:9][c:10]([CH3:40])[c:11]2[c:12]1[n:13][cH:14][cH:15][c:16]2[O:17][c:18]1[cH:19][cH:20][c:21]([N:24]([C:25](=[O:26])[C:27]2([C:30](=[O:31])[NH2:32])[CH2:28][CH2:29]2)[c:33]2[cH:34][cH:35][c:36]([F:39])[cH:37][cH:38]2)[cH:22][cH:23]1. The reactants are O=C([O-])[O-], COc1ccc(Cn2nc(C)c3c(Oc4ccc(N(C(=O)C5(C(N)=O)CC5)c5ccc(F)cc5)cc4)ccnc32)cc1, O=C(O)C(F)(F)F, [Na+], [Na+]. The reactants are COC(=O)C1=C(C=C2C(CCSC2=C1)NC(=O)OC(C)(C)C)C (4-(tert-butoxycarbonylamino)-6-methylthiochromane-7-carboxylic acid methyl ester), C([O-])([O-])=O.[K+].[K+] (potassium carbonate). Yields the product C(C)(C)(C)OC(=O)NC1CCSC2=CC(=C(C=C12)C)C(=O)O (4-(tert-butoxycarbonylamino)-6-methylthiochromane-7-carboxylic acid). The yield is 89.8%. As a reaction SMILES: C[O:2][C:3]([C:5]1[CH:14]=[C:13]2[C:8]([CH:9]([NH:15][C:16]([O:18][C:19]([CH3:22])([CH3:21])[CH3:20])=[O:17])[CH2:10][CH2:11][S:12]2)=[CH:7][C:6]=1[CH3:23])=[O:4].C(=O)([O-])[O-].[K+].[K+]>>[C:19]([O:18][C:16]([NH:15][CH:9]1[C:8]2[C:13](=[CH:14][C:5]([C:3]([OH:4])=[O:2])=[C:6]([CH3:23])[CH:7]=2)[S:12][CH2:11][CH2:10]1)=[O:17])([CH3:22])([CH3:20])[CH3:21] |f:1.2.3|. Procedure: By a similar reaction operation as in Starting Material Synthetic Example 6 using 4-(tert-butoxycarbonylamino)-6-methylthiochromane-7-carboxylic acid methyl ester (2.80 g) and potassium carbonate (3.44 g), the objective 4-(tert-butoxycarbonylamino)-6-methylthiochromane-7-carboxylic acid (2.41 g) was obtained as colorless crystals. The reactants are N1(CCCC1)CCCOC1=CC=C(C=C1)C1(CCOCC1)C=O (4-[4-(3-Pyrrolidin-1-ylpropoxy)phenyl]tetrahydro-2H-pyran-4-carbaldehyde), COC[C@@H]1NCCC1 ((R)-2-(methoxymethyl)pyrrolidine). Reagents/catalysts: CC([O-])C.[Ti+4].CC([O-])C.CC([O-])C.CC([O-])C (titanium (IV) isopropoxide). Run in C(C)O (ethanol). Product: COC[C@@H]1N(CCC1)CC1(CCOCC1)C1=CC=C(C=C1)OCCCN1CCCC1 ((R)-2-Methoxymethyl-1-{4-[4-(3-pyrrolidin-1-yl-propoxy)-phenyl]-tetrahydro-pyran-4-ylmethyl}-pyrrolidine). Yield: 59.4%. Reaction SMILES: [N:1]1([CH2:6][CH2:7][CH2:8][O:9][C:10]2[CH:15]=[CH:14][C:13]([C:16]3([CH:22]=O)[CH2:21][CH2:20][O:19][CH2:18][CH2:17]3)=[CH:12][CH:11]=2)[CH2:5][CH2:4][CH2:3][CH2:2]1.[CH3:24][O:25][CH2:26][C@H:27]1[CH2:31][CH2:30][CH2:29][NH:28]1>CC(C)[O-].[Ti+4].CC(C)[O-].CC(C)[O-].CC(C)[O-].C(O)C>[CH3:24][O:25][CH2:26][C@H:27]1[CH2:31][CH2:30][CH2:29][N:28]1[CH2:22][C:16]1([C:13]2[CH:12]=[CH:11][C:10]([O:9][CH2:8][CH2:7][CH2:6][N:1]3[CH2:5][CH2:4][CH2:3][CH2:2]3)=[CH:15][CH:14]=2)[CH2:21][CH2:20][O:19][CH2:18][CH2:17]1 |f:2.3.4.5.6|. Procedure: 4-[4-(3-Pyrrolidin-1-ylpropoxy)phenyl]tetrahydro-2H-pyran-4-carbaldehyde (500 mg, 1.575 mmol), (R)-2-(methoxymethyl)pyrrolidine (347 mg, 4.21 mmol), absolute ethanol (20 ml), activated 3 Å molecular sieves (500 mg), titanium (IV) isopropoxide (2.33 ml, 7.88 mmol) and STAB (2.84 g, 13.4 mmol) were reacted in accordance with the general procedure D. The isolated waxy solid was purified by column chromatography on silica eluting with DCM:MeOH:NH3 95:14:1 to give the title compound as a viscous pale...